Dataset: the Open Reaction Database (ORD), a public repository of structured organic reaction records. Task: describe an organic reaction: reactants, conditions, products, and yield Reported procedure: A 100-ml PFA-made vessel equipped with a gas inlet pipe was charged with 39.6 g of the CF3CF2CF2OCH2CF2COOH prepared in Synthesis Example 1, and nitrogen was passed through the vessel at a flow rate of 20 ml/minute for 10 minutes to deprive the system of oxygen and moisture. Fluorine gas diluted to 24% with nitrogen was passed through the vessel warmed on a water bath at 60° C. at a flow rate of 40 ml/minute for 15.3 hours. After substitution of the vessel inside atmosphere with nitrogen, 37.5 g... Yields the product C(F)(F)(F)C(F)(F)C(F)(F)OC(F)(F)C(F)(F)C(=O)[O-].[NH4+] (CF3CF2CF2OCF2CF2COONH4), C(F)(F)(F)C(F)(F)C(F)(F)OC(F)C(F)(F)C(=O)[O-].[NH4+] (CF3CF2CF2OCHFCF2COONH4). Reaction SMILES: [C:1]([C:5]([C:8]([O:11][C:12]([C:15]([C:18]([OH:20])=[O:19])([F:17])[F:16])([F:14])[F:13])([F:10])[F:9])([F:7])[F:6])([F:4])([F:3])[F:2].[C:21]([C:25]([C:28]([O:31][CH:32]([C:34]([C:37]([OH:39])=[O:38])([F:36])[F:35])[F:33])([F:30])[F:29])([F:27])[F:26])([F:24])([F:23])[F:22].[NH3:40]>O>[C:1]([C:5]([C:8]([O:11][C:12]([C:15]([C:18]([O-:20])=[O:19])([F:17])[F:16])([F:14])[F:13])([F:10])[F:9])([F:7])[F:6])([F:4])([F:3])[F:2].[NH4+:40].[C:21]([C:25]([C:28]([O:31][CH:32]([C:34]([C:37]([O-:39])=[O:38])([F:36])[F:35])[F:33])([F:29])[F:30])([F:27])[F:26])([F:24])([F:23])[F:22].[NH4+:40] |f:4.5,6.7|. Solvent: O (water). The reactants are N (ammonia), C(F)(F)(F)C(F)(F)C(F)(F)OC(F)(F)C(F)(F)C(=O)O (CF3CF2CF2OCF2CF2COOH), C(F)(F)(F)C(F)(F)C(F)(F)OC(F)C(F)(F)C(=O)O (CF3CF2CF2OCHFCF2COOH). Reactants: O=C([O-])[O-], CS(=O)(=O)OCCNC(=O)OCc1ccccc1, CS(C)=O, [K+], [K+], Oc1ccc(-c2cc[nH]n2)cc1. Product: O=C(NCCOc1ccc(-c2cc[nH]n2)cc1)OCc1ccccc1. As a reaction SMILES: [C:13](=[O:14])([O-:15])[O-:16].[CH2:19]([c:20]1[cH:21][cH:22][cH:23][cH:24][cH:25]1)[O:26][C:27](=[O:28])[NH:29][CH2:30][CH2:31][O:32][S:33]([CH3:34])(=[O:35])=[O:36].[CH3:37][S:38]([CH3:39])=[O:40].[K+:17].[K+:18].[nH:1]1[n:2][c:3](-[c:6]2[cH:7][cH:8][c:9]([OH:12])[cH:10][cH:11]2)[cH:4][cH:5]1>>[nH:1]1[n:2][c:3](-[c:6]2[cH:7][cH:8][c:9]([O:12][CH2:31][CH2:30][NH:29][C:27]([O:26][CH2:19][c:20]3[cH:21][cH:22][cH:23][cH:24][cH:25]3)=[O:28])[cH:10][cH:11]2)[cH:4][cH:5]1. The reactants are CCSc1nc(NC)cc(C)c1C(=O)NCc1cccc(F)c1, C1CCOC1, CCOC(C)=O, CCN(C(C)C)C(C)C, ClCCl, O=C(Cl)c1ccc(F)cc1. Product: CCSc1nc(N(C)C(=O)c2ccc(F)cc2)cc(C)c1C(=O)NCc1cccc(F)c1. As a reaction SMILES: [CH2:1]([CH3:2])[S:3][c:4]1[n:5][c:6]([NH:22][CH3:23])[cH:7][c:8]([CH3:21])[c:9]1[C:10](=[O:11])[NH:12][CH2:13][c:14]1[cH:15][c:16]([F:20])[cH:17][cH:18][cH:19]1.[CH2:24]1[O:25][CH2:26][CH2:27][CH2:28]1.[CH3:51][CH2:52][O:53][C:54]([CH3:55])=[O:56].[CH:29]([N:30]([CH2:31][CH3:32])[CH:33]([CH3:34])[CH3:35])([CH3:36])[CH3:37].[Cl:48][CH2:49][Cl:50].[F:38][c:39]1[cH:40][cH:41][c:42]([C:43](=[O:44])[Cl:45])[cH:46][cH:47]1>>[CH2:1]([CH3:2])[S:3][c:4]1[n:5][c:6]([N:22]([CH3:23])[C:43]([c:42]2[cH:41][cH:40][c:39]([F:38])[cH:47][cH:46]2)=[O:44])[cH:7][c:8]([CH3:21])[c:9]1[C:10](=[O:11])[NH:12][CH2:13][c:14]1[cH:15][c:16]([F:20])[cH:17][cH:18][cH:19]1. Starting materials: COC1=C(OCCN2C(C2)C=2C=CC(=C(C2)S(=O)(=O)N)C)C=CC=C1 (5-{1-[2-(2-methoxyphenoxy)ethyl]aziridin-2-yl}-2-methylbenzenesulfonamide), I (hydroiodic acid). Run in O1CCOCC1 (dioxane). Product: I.IC(CNCCOC1=C(C=CC=C1)OC)C=1C=CC(=C(C1)S(=O)(=O)N)C (5-{1-iodo-2-[2-(2-methoxyphenoxy)ethylamino]ethyl}-2-methylbenzenesulfonamide hydroiodide). Yield: 70.3%. Reaction SMILES: [CH3:1][O:2][C:3]1[CH:25]=[CH:24][CH:23]=[CH:22][C:4]=1[O:5][CH2:6][CH2:7][N:8]1[CH2:10][CH:9]1[C:11]1[CH:12]=[CH:13][C:14]([CH3:21])=[C:15]([S:17]([NH2:20])(=[O:19])=[O:18])[CH:16]=1.[IH:26]>O1CCOCC1>[IH:26].[I:26][CH:9]([C:11]1[CH:12]=[CH:13][C:14]([CH3:21])=[C:15]([S:17]([NH2:20])(=[O:19])=[O:18])[CH:16]=1)[CH2:10][NH:8][CH2:7][CH2:6][O:5][C:4]1[CH:22]=[CH:23][CH:24]=[CH:25][C:3]=1[O:2][CH3:1] |f:3.4|. Reported procedure: In 50 ml of dioxane was dissolved 2.5 g of 5-{1-[2-(2-methoxyphenoxy)ethyl]aziridin-2-yl}-2-methylbenzenesulfonamide and after adding thereto 1 g of concentrated hydroiodic acid, the mixture was stirred overnight. After the reaction was over, the solvent was distilled off under reduced pressure and the residue was washed thrice with 30 ml of water and then thrice with 200 ml of ether and crystallized by the addition of ethyl acetate. The crystals were recovered by filtration, washed with water, ...